This data is from the Open Reaction Database (ORD), a public repository of structured organic reaction records. The task is: describe an organic reaction: reactants, conditions, products, and yield The reactants are CC1=NC(=NC(=C1NC(OC(C)(C)C)=O)C)OCC(=O)N(C1CCNCC1)C (tert-butyl 4,6-dimethyl-2-(2-(methyl(piperidine-4-yl)amino)-2-oxoethoxy)pyrimidine-5-ylcarbamate), N1(CCCCC1)C(=O)Cl (1-piperidinecarbonyl chloride). Yields the product CC1=NC(=NC(=C1NC(OC(C)(C)C)=O)C)OCC(=O)N(C1CCN(CC1)C(=O)N1CCCCC1)C (tert-butyl 4,6-dimethyl-2-(2-(methyl(1-(piperidine-1-carbonyl)piperidine-4-yl)amino)-2-oxoethoxy)-pyrimidine-5-ylcarbamate). Reaction SMILES: [CH3:1][C:2]1[C:7]([NH:8][C:9](=[O:15])[O:10][C:11]([CH3:14])([CH3:13])[CH3:12])=[C:6]([CH3:16])[N:5]=[C:4]([O:17][CH2:18][C:19]([N:21]([CH3:28])[CH:22]2[CH2:27][CH2:26][NH:25][CH2:24][CH2:23]2)=[O:20])[N:3]=1.[N:29]1([C:35](Cl)=[O:36])[CH2:34][CH2:33][CH2:32][CH2:31][CH2:30]1>>[CH3:16][C:6]1[C:7]([NH:8][C:9](=[O:15])[O:10][C:11]([CH3:14])([CH3:12])[CH3:13])=[C:2]([CH3:1])[N:3]=[C:4]([O:17][CH2:18][C:19]([N:21]([CH3:28])[CH:22]2[CH2:23][CH2:24][N:25]([C:35]([N:29]3[CH2:34][CH2:33][CH2:32][CH2:31][CH2:30]3)=[O:36])[CH2:26][CH2:27]2)=[O:20])[N:5]=1. Procedure: The title compound was synthesized from Compound 31 and 1-piperidinecarbonyl chloride in the same manner as in Example 32. Starting materials: C(C)OC(=O)C=1C2=C(C=NC1)C(=CS2)COC2=CC(=CC=C2)NC(C2=C(C=CC=C2)OC)=O (3-[3-(2-Methoxy-benzoylamino)-phenoxymethyl]-thieno[3,2-c]pyridine-7-carboxylic acid ethyl ester), C(O)CN (ethanolamine). Solvent: CS(=O)C (methyl sulfoxide). Run at temperature 135 celsius. Product: OCCNC(=O)C=1C2=C(C=NC1)C(=CS2)COC2=CC(=CC=C2)NC(C2=C(C=CC=C2)O)=O (3-[3-(2-hydroxy-benzoylamino)-phenoxymethyl]-thieno[3,2-c]pyridine-7-carboxylic acid (2-hydroxy-ethyl)-amide). Reaction SMILES: C(O[C:4]([C:6]1[C:7]2[S:14][CH:13]=[C:12]([CH2:15][O:16][C:17]3[CH:22]=[CH:21][CH:20]=[C:19]([NH:23][C:24](=[O:33])[C:25]4[CH:30]=[CH:29][CH:28]=[CH:27][C:26]=4[O:31]C)[CH:18]=3)[C:8]=2[CH:9]=[N:10][CH:11]=1)=[O:5])C.[CH2:34]([CH2:36][NH2:37])[OH:35]>CS(C)=O>[OH:35][CH2:34][CH2:36][NH:37][C:4]([C:6]1[C:7]2[S:14][CH:13]=[C:12]([CH2:15][O:16][C:17]3[CH:22]=[CH:21][CH:20]=[C:19]([NH:23][C:24](=[O:33])[C:25]4[CH:30]=[CH:29][CH:28]=[CH:27][C:26]=4[OH:31])[CH:18]=3)[C:8]=2[CH:9]=[N:10][CH:11]=1)=[O:5]. Procedure details: A suspension of 3-[3-(2-methoxy-benzoylamino)-phenoxymethyl]-thieno[3,2-c]pyridine-7-carboxylic acid ethyl ester (28.0 mg, 0.061 mmol) (from Example 14 supra) in methyl sulfoxide (1 mL) and ethanolamine (3 mL) (Aldrich) was heated at 135° C. for 2 hours in a microwave reactor. The solvent was removed in vacuum and the residue was treated with MeOH (2 mL). The resulting white precipitate was filtered, washed with cold MeOH and dried to give 3-[3-(2-hydroxy-benzoylamino)-phenoxymethyl]-thieno[3,2-...